Dataset: the Open Reaction Database (ORD), a public repository of structured organic reaction records. Task: describe an organic reaction: reactants, conditions, products, and yield The reactants are OC1=CC=C(C=C1)C1(C(COC2=C1C=CC(=C2)OCOC)C2=CC=C(C=C2)OCOC)O (4-(4-hydroxyphenyl)-4-hydroxy-7-methoxymethyloxy-3-[4-(methoxymethyloxy)phenyl]-2,3-dihydro-4H-benzopyran), ClCCN1CCCCC1 ([1-(2-chloroethyl)]piperidine), Cl (HCl), C(=O)([O-])[O-].[K+].[K+] (K2CO3). The solvent is CC(=O)C (acetone), O (water). The product is OC1(C(COC2=C1C=CC(=C2)OCOC)C2=CC=C(C=C2)OCOC)C2=CC=C(C=C2)OCCN2CCCCC2 (4-hydroxy-7-methoxymethyloxy-3-[4-(methoxymethyloxy)phenyl]-4-[4-(piperidinoethyloxy)phenyl]-2,3-dihydro-4H-benzopyran). The yield is 7.0%. As a reaction SMILES: [OH:1][C:2]1[CH:7]=[CH:6][C:5]([C:8]2([OH:32])[C:13]3[CH:14]=[CH:15][C:16]([O:18][CH2:19][O:20][CH3:21])=[CH:17][C:12]=3[O:11][CH2:10][CH:9]2[C:22]2[CH:27]=[CH:26][C:25]([O:28][CH2:29][O:30][CH3:31])=[CH:24][CH:23]=2)=[CH:4][CH:3]=1.Cl[CH2:34][CH2:35][N:36]1[CH2:41][CH2:40][CH2:39][CH2:38][CH2:37]1.Cl.C([O-])([O-])=O.[K+].[K+]>CC(C)=O.O>[OH:32][C:8]1([C:5]2[CH:6]=[CH:7][C:2]([O:1][CH2:34][CH2:35][N:36]3[CH2:41][CH2:40][CH2:39][CH2:38][CH2:37]3)=[CH:3][CH:4]=2)[C:13]2[CH:14]=[CH:15][C:16]([O:18][CH2:19][O:20][CH3:21])=[CH:17][C:12]=2[O:11][CH2:10][CH:9]1[C:22]1[CH:27]=[CH:26][C:25]([O:28][CH2:29][O:30][CH3:31])=[CH:24][CH:23]=1 |f:3.4.5|. Procedure: 4-(4-Hydroxyphenyl)-4-hydroxy-7-methoxymethyloxy-3-[4-(methoxymethyloxy)phenyl]-2,3-dihydro-4H-benzopyran (310 mg, 0.59 mmol) prepared in Example 15, [1-(2-chloroethyl)]piperidine.HCl (176 mg, 0.9 mmol) and K2CO3 (264 mg, 1.8 mmol) were dissolved in acetone (8 ml) and then refluxed for 62 hours. The reaction solution was cooled to room temperature and, after adding water, extracted with ethyl acetate. The organic layer thus separated was dried over anhydrous magnesium sulfate, filtered and then ... Reactants: CCCCC/C=C\C/C=C\C=C\C=C\[C@H]1[C@@H](O1)CCCC(=O)O (leukotriene A4), [OH-].[Li+] (lithium hydroxide), CCCCC/C=C\C/C=C\C=C\C=C\[C@H]1[C@@H](O1)CCCC(=O)O (Leukotriene A4), C(C(CO)(CO)N)O.Cl (Tris-HCl), CCCCC[C@@H](/C=C/C1=C(C(=O)CC1)C/C=C\CCCC(=O)O)O (prostaglandin B2), oligonucleotides, oligonucleotides. Solvent: C(C)O (ethanol), C(C)O (ethanol). Run at time 1 minute. Yields the product CCCCC/C=C\C[C@H](/C=C/C=C/C=C\[C@H](CCCC(=O)O)O)O (leukotriene B4). Reaction SMILES: [CH3:1][CH2:2][CH2:3][CH2:4][CH2:5]/[CH:6]=[CH:7]\[CH2:8]/[CH:9]=[CH:10]\[CH:11]=[CH:12]\[CH:13]=[CH:14]\[C@@H:15]1[O:17][C@H:16]1[CH2:18][CH2:19][CH2:20][C:21]([OH:23])=[O:22].C(O)C(N)(CO)C[OH:27].Cl.[OH-].[Li+].CCCCC[C@H](O)/C=C/C1CCC(=O)C=1C/C=C\CCCC(O)=O>C(O)C>[CH3:1][CH2:2][CH2:3][CH2:4][CH2:5]/[CH:6]=[CH:7]\[CH2:8][C@@H:9]([OH:27])/[CH:10]=[CH:11]/[CH:12]=[CH:13]/[CH:14]=[CH:15]\[C@@H:16]([OH:17])[CH2:18][CH2:19][CH2:20][C:21]([OH:23])=[O:22] |f:1.2,3.4|. Procedure details: Leukotriene A4 hydrolase is determined by a direct enzyme assay of cytosolic fraction of cells treated with antisense oligonucleotides, as described by Ohishi et al. (J. Biol. Chem., 262:10200-10205, 1987). Briefly, HL-60 cells treated with antisense oligonucleotides are disrupted by sonication and cytosolic fraction isolated by centrifugation at 100,000× g for 1 hour. The reaction mixture contains 100 mM Tris-HCl buffer (pH=7.8) and enzyme in a total volume of 50 μL. After preincubating the enz... Reactants: [H-].[Na+] (sodium hydride), S(=O)(=O)(OC)OC (dimethyl sulphate), [H-].[Na+] (sodium hydride), BrCC1=C(C#N)C=CC=C1 (2-(Bromomethyl)benzonitrile), OC1=C(C(=O)OC)C=C(C=C1)C (methyl 2-hydroxy-5-methylbenzoate), [H-].[Na+] (sodium hydride). Run in C1CCOC1 (THF). Run at time 4 hour. Yields the product COC1=C(OC2=C1C=C(C=C2)C)C2=C(C#N)C=CC=C2 (2-(3-Methoxy-5-methyl-2-benzofuranyl)benzonitrile). Yield: 71.9%. As a reaction SMILES: Br[CH2:2][C:3]1[CH:10]=[CH:9][CH:8]=[CH:7][C:4]=1[C:5]#[N:6].[OH:11][C:12]1[CH:21]=[CH:20][C:19]([CH3:22])=[CH:18][C:13]=1[C:14]([O:16][CH3:17])=O.[H-].[Na+].S(OC)(OC)(=O)=O>C1COCC1>[CH3:17][O:16][C:14]1[C:13]2[CH:18]=[C:19]([CH3:22])[CH:20]=[CH:21][C:12]=2[O:11][C:2]=1[C:3]1[CH:10]=[CH:9][CH:8]=[CH:7][C:4]=1[C:5]#[N:6] |f:2.3|. Procedure: 2-(Bromomethyl)benzonitrile (17.6 g) was added to a mixture of methyl 2-hydroxy-5-methylbenzoate (15 g) and sodium hydride (2.7 g, 80% dispersion in oil) in dry THF (150 ml) and the resulting mixture heated at reflux for 5 h. Further sodium hydride (2.7 g, 80% dispersion in oil) was added and heating continued overnight. The mixture was cooled (0° C.), sodium hydride (2.7 g, 80% dispersion in oil) and dimethyl sulphate (17 ml) were added, and the resulting solution stirred at room temperature fo... Starting materials: CS(=O)(=O)Cl, ClCCl, N#Cc1ccc(N(CCSc2ccc(N)cc2)CC(F)(F)F)cc1C(F)(F)F. The product is CS(=O)(=O)Nc1ccc(SCCN(CC(F)(F)F)c2ccc(C#N)c(C(F)(F)F)c2)cc1. RXN SMILES: [CH3:29][S:30]([Cl:31])(=[O:32])=[O:33].[Cl:34][CH2:35][Cl:36].[NH2:1][c:2]1[cH:3][cH:4][c:5]([S:8][CH2:9][CH2:10][N:11]([c:12]2[cH:13][c:14]([C:20]([F:21])([F:22])[F:23])[c:15]([C:16]#[N:17])[cH:18][cH:19]2)[CH2:24][C:25]([F:26])([F:27])[F:28])[cH:6][cH:7]1>>[NH:1]([c:2]1[cH:3][cH:4][c:5]([S:8][CH2:9][CH2:10][N:11]([c:12]2[cH:13][c:14]([C:20]([F:21])([F:22])[F:23])[c:15]([C:16]#[N:17])[cH:18][cH:19]2)[CH2:24][C:25]([F:26])([F:27])[F:28])[cH:6][cH:7]1)[S:30]([CH3:29])(=[O:32])=[O:33]. Yield: 48.1%. The reactants are N(=O)[O-].[Na+] (sodium nitrite), NC(=S)N (thiourea), ClCC(CC(=O)OCC=C)=O (allyl 4-chloro-acetoacetate). Yields the product NC=1SC=C(N1)/C(/C(=O)OCC=C)=N/O (allyl 2-(2-amino-4-thiazolyl)-2-(Z)-hydroxyimino-acetate). RXN SMILES: Cl[CH2:2][C:3](=O)[CH2:4][C:5]([O:7][CH2:8][CH:9]=[CH2:10])=[O:6].[N:12]([O-:14])=O.[Na+].[NH2:16][C:17]([NH2:19])=[S:18]>C(O)(=O)C.O>[NH2:19][C:17]1[S:18][CH:2]=[C:3](/[C:4](=[N:12]/[OH:14])/[C:5]([O:7][CH2:8][CH:9]=[CH2:10])=[O:6])[N:16]=1 |f:1.2|. The solvent is O (water), O (water), C(C)(=O)O (acetic acid). Procedure: A solution of 35.2 g of allyl 4-chloro-acetoacetate in 34 ml of acetic acid is treated dropwise within 45 minutes while stirring and cooling with a solution of 14.6 g of sodium nitrite in 21 ml of water. During the addition the temperature falls gradually from 0° C. to -15° C. The mixture is subsequently stirred at -15° C. for 2 hours. A solution of 15.2 g of thiourea in 120 ml of water, pre-warmed to 30° C., is treated with the resulting solution at such a rate that the temperature remains at a... Reactants: CNS(=O)(=O)CCC1CCNCC1 (N-methyl-2-(piperidin-4-yl)ethanesulfonamide), C(C)(=O)O (acetic acid). The reagents and catalysts are [Pt]=O (platinum oxide). Yields the product C(C)(=O)O.CNS(=O)(=O)CCC1CCNCC1 (N-Methyl-2-(piperidin-4-yl)ethanesulfonamide acetate). RXN SMILES: [CH3:1][NH:2][S:3]([CH2:6][CH2:7][CH:8]1[CH2:13][CH2:12][NH:11][CH2:10][CH2:9]1)(=[O:5])=[O:4].[C:14]([OH:17])(=[O:16])[CH3:15]>[Pt]=O>[C:14]([OH:17])(=[O:16])[CH3:15].[CH3:1][NH:2][S:3]([CH2:6][CH2:7][CH:8]1[CH2:13][CH2:12][NH:11][CH2:10][CH2:9]1)(=[O:5])=[O:4] |f:3.4|. Reported procedure: 500 mg of N-methyl-2-(piperidin-4-yl)ethanesulfonamide was dissolved in 15 ml of acetic acid. After adding 180 mg of platinum oxide, the resulting mixture was subjected to catalytic reduction at room temperature under a hydrogen pressure of 6 atm. After filtering off the insoluble matters, the acetic acid was distilled off under reduced pressure. The crystals thus precipitated were well washed with diethyl ether and dried under reduced pressure. Thus 664 mg of the title compound was obtained as ... Starting materials: CC(C)(C)[Si](C)(C)Cl, COc1ccc(F)c(-c2ccc(CO)cc2C2=CCCCC2(C)C)c1, CN(C)c1ccncc1, ClCCl. Yields the product COc1ccc(F)c(-c2ccc(CO[Si](C)(C)C(C)(C)C)cc2C2=CCCCC2(C)C)c1. RXN SMILES: [C:29]([CH3:30])([CH3:31])([CH3:32])[Si:33]([CH3:34])([CH3:35])[Cl:36].[CH3:1][C:2]1([CH3:25])[CH2:3][CH2:4][CH2:5][CH:6]=[C:7]1[c:8]1[c:9](-[c:16]2[c:17]([F:24])[cH:18][cH:19][c:20]([O:22][CH3:23])[cH:21]2)[cH:10][cH:11][c:12]([CH2:14][OH:15])[cH:13]1.[CH3:37][N:38]([c:39]1[cH:40][cH:41][n:42][cH:43][cH:44]1)[CH3:45].[Cl:26][CH2:27][Cl:28]>>[CH3:1][C:2]1([CH3:25])[CH2:3][CH2:4][CH2:5][CH:6]=[C:7]1[c:8]1[c:9](-[c:16]2[c:17]([F:24])[cH:18][cH:19][c:20]([O:22][CH3:23])[cH:21]2)[cH:10][cH:11][c:12]([CH2:14][O:15][Si:33]([C:29]([CH3:30])([CH3:31])[CH3:32])([CH3:34])[CH3:35])[cH:13]1. Reactants: CCO, Sc1ccc(Cl)c(Cl)c1, Cl, [Na+], [OH-], ClCc1ccccn1. Yields the product Clc1ccc(SCc2ccccn2)cc1Cl, Cl. Reaction SMILES: [CH3:21][CH2:22][OH:23].[Cl:1][c:2]1[cH:3][c:4]([SH:9])[cH:5][cH:6][c:7]1[Cl:8].[ClH:20].[Na+:11].[OH-:10].[c:12]1([CH2:18][Cl:19])[cH:13][cH:14][cH:15][cH:16][n:17]1>>[Cl:1][c:2]1[cH:3][c:4]([S:9][CH2:18][c:12]2[cH:13][cH:14][cH:15][cH:16][n:17]2)[cH:5][cH:6][c:7]1[Cl:8].[ClH:19].